From a dataset of the Open Reaction Database (ORD), a public repository of structured organic reaction records. describe an organic reaction: reactants, conditions, products, and yield Starting materials: O=C1OC2=C(N1)C=CC(=C2)C(=O)O (2-oxo-2,3-dihydrobenzo[d]oxazole-6-carboxylic acid), ON=C(C1=CN=CC=C1)N (N′-hydroxynicotinimidamide), N (NH3). Product: N1=CC(=CC=C1)C1=NOC(=N1)C1=CC2=C(NC(O2)=O)C=C1 (6-(3-(pyridin-3-yl)-1,2,4-oxadiazol-5-yl)benzo[d]oxazol-2(3H)-one). As a reaction SMILES: [O:1]=[C:2]1[NH:6][C:5]2[CH:7]=[CH:8][C:9]([C:11]([OH:13])=O)=[CH:10][C:4]=2[O:3]1.O[N:15]=[C:16]([NH2:23])[C:17]1[CH:22]=[CH:21][CH:20]=[N:19][CH:18]=1.N>>[N:19]1[CH:20]=[CH:21][CH:22]=[C:17]([C:16]2[N:23]=[C:11]([C:9]3[CH:8]=[CH:7][C:5]4[NH:6][C:2](=[O:1])[O:3][C:4]=4[CH:10]=3)[O:13][N:15]=2)[CH:18]=1. Procedure details: The title compound was prepared according to Method C using 2-oxo-2,3-dihydrobenzo[d]oxazole-6-carboxylic acid (Eur. J. Med. Chem. 1974, 9, 491-6.) and N′-hydroxynicotinimidamide (Tyger). 1H NMR (300 MHz, DMSO-d6) δ 7.35 (d, J=8.7 Hz, 1 H), 7.65 (dd, J=7.5, 4.4 Hz, 1 H), 8.04 (d, J=1.6 Hz, 1 H), 8.07 (s, 1 H), 8.44 (dt, J=7.9, 2.0 Hz, 1 H), 8.82 (dd, J=4.8, 1.6 Hz, 1 H), 9.25 (d, J=1.6 Hz, 1 H) ppm; MS (DCI/NH3) m/z 281 (M+H)+. Reactants: 2, [Si](C)(C)(C(C)(C)C)OS(=O)(=O)C(F)(F)F (TBSOTf), CCOC(=O)C (EtOAc), CC1(OC[C@@H](O1)[C@H]([C@H]1[C@H](OC(O1)(C)C)[C@H](C(F)(F)F)O)O)C ((R)-1-((4R,5S)-5-((R)—((R)-2,2-dimethyl-1,3-dioxolan-4-yl)(hydroxy)methyl)-2,2-dimethyl-1,3-dioxolan-4-yl)-2,2,2-trifluoroethanol), N1=C(C=CC=C1C)C (2,6-lutidine). The solvent is CCCCCC (hexane), C(Cl)Cl (DCM). Conditions: temperature 0 celsius, time 30 minute. The product is [Si](C)(C)(C(C)(C)C)O[C@@H]([C@H]1[C@H](OC(O1)(C)C)[C@H](C(F)(F)F)O)[C@@H]1OC(OC1)(C)C ((R)-1-((4R,5R)-5-((R)-((tert-butyldimethylsilyl)oxy)((R)-2,2-dimethyl-1,3-dioxolan-4-yl)methyl)-2,2-dimethyl-1,3-dioxolan-4-yl)-2,2,2-trifluoroethanol). Isolated yield 50.0%. RXN SMILES: [CH3:1][C:2]1([CH3:22])[O:6][C@@H:5]([C@@H:7]([OH:21])[C@@H:8]2[O:12][C:11]([CH3:14])([CH3:13])[O:10][C@@H:9]2[C@@H:15]([OH:20])[C:16]([F:19])([F:18])[F:17])[CH2:4][O:3]1.N1C(C)=CC=CC=1C.[Si:31](OS(C(F)(F)F)(=O)=O)([C:34]([CH3:37])([CH3:36])[CH3:35])([CH3:33])[CH3:32].CCOC(C)=O>C(Cl)Cl.CCCCCC>[Si:31]([O:21][C@H:7]([C@H:5]1[CH2:4][O:3][C:2]([CH3:22])([CH3:1])[O:6]1)[C@@H:8]1[O:12][C:11]([CH3:13])([CH3:14])[O:10][C@@H:9]1[C@@H:15]([OH:20])[C:16]([F:18])([F:17])[F:19])([C:34]([CH3:37])([CH3:36])[CH3:35])([CH3:33])[CH3:32]. Procedure details: In a 100 mL 2 neck round bottom flask, (R)-1-((4R,5S)-5-((R)—((R)-2,2-dimethyl-1,3-dioxolan-4-yl)(hydroxy)methyl)-2,2-dimethyl-1,3-dioxolan-4-yl)-2,2,2-trifluoroethanol (1 g, 3.03 mmol) and 2,6-lutidine (1 g, 9.09 mmol, commercially available from Sigma Aldrich, India) was taken up in dry DCM (50 mL) at 0° C. under a nitrogen atmosphere. TBSOTf (2.4 g, 9.09 mmol, commercially available from Sigma Aldrich, India) was added to the above reaction mixture at the same temperature under a nitrogen atm... The reactants are Cc1ccccc1, O=Cc1ccc([N+](=O)[O-])cc1, N#CC(N)=C(Cl)Cl. The product is N#CC(N=Cc1ccc([N+](=O)[O-])cc1)=C(Cl)Cl. As a reaction SMILES: [CH3:19][c:20]1[cH:21][cH:22][cH:23][cH:24][cH:25]1.[N+:8](=[O:9])([O-:10])[c:11]1[cH:12][cH:13][c:14]([CH:15]=[O:16])[cH:17][cH:18]1.[NH2:1][C:2]([C:3]#[N:4])=[C:5]([Cl:6])[Cl:7]>>[N:1]([C:2]([C:3]#[N:4])=[C:5]([Cl:6])[Cl:7])=[CH:15][c:14]1[cH:13][cH:12][c:11]([N+:8](=[O:9])[O-:10])[cH:18][cH:17]1. Starting materials: CCO, CN(C)S(=O)(=O)n1cc(CC(C)(C)C)nc1C(O)C1(c2ccc(-c3ccccn3)cc2)SCCCS1, [K+], [Ni], [OH-]. The product is CN(C)S(=O)(=O)n1cc(CC(C)(C)C)nc1C(O)Cc1ccc(-c2ccccn2)cc1. Reaction SMILES: [CH3:39][CH2:40][OH:41].[CH3:3][C:4]([CH2:5][c:6]1[n:7][c:8]([CH:17]([C:18]2([c:24]3[cH:25][cH:26][c:27](-[c:30]4[n:31][cH:32][cH:33][cH:34][cH:35]4)[cH:28][cH:29]3)[S:19][CH2:20][CH2:21][CH2:22][S:23]2)[OH:36])[n:9]([S:11](=[O:12])(=[O:13])[N:14]([CH3:15])[CH3:16])[cH:10]1)([CH3:37])[CH3:38].[K+:2].[Ni:42].[OH-:1]>>[CH3:3][C:4]([CH2:5][c:6]1[n:7][c:8]([CH:17]([CH2:18][c:24]2[cH:25][cH:26][c:27](-[c:30]3[n:31][cH:32][cH:33][cH:34][cH:35]3)[cH:28][cH:29]2)[OH:36])[n:9]([S:11](=[O:12])(=[O:13])[N:14]([CH3:15])[CH3:16])[cH:10]1)([CH3:37])[CH3:38]. Starting materials: C1(=CC=CC=C1)S(=O)(=O)Cl (benzenesulphonyl chloride), NCCCO (3-amino-1-propanol). The product is OCCCNS(=O)(=O)C1=CC=CC=C1 (N-(3-hydroxypropyl)benzenesulphonamide). RXN SMILES: [C:1]1([S:7](Cl)(=[O:9])=[O:8])[CH:6]=[CH:5][CH:4]=[CH:3][CH:2]=1.[NH2:11][CH2:12][CH2:13][CH2:14][OH:15]>>[OH:15][CH2:14][CH2:13][CH2:12][NH:11][S:7]([C:1]1[CH:6]=[CH:5][CH:4]=[CH:3][CH:2]=1)(=[O:9])=[O:8]. Procedure details: The preparation is carried out as in Example 1(a) from 353 g of benzenesulphonyl chloride (2 mol) and 157.7 g of 3-amino-1-propanol (2.1 mol). Starting materials: CC=CC#N, ClCCl, C[O-], CO, CC(=O)O, [Na+], [Na], CC(=O)Cc1ccncc1. Yields the product CC(=O)C(c1ccncc1)C(C)CC#N. As a reaction SMILES: [C:11]([CH:12]=[CH:13][CH3:14])#[N:15].[CH2:22]([Cl:23])[Cl:24].[CH3:16][O-:17].[CH3:20][OH:21].[CH3:25][C:26](=[O:27])[OH:28].[Na+:18].[Na:19].[n:1]1[cH:2][cH:3][c:4]([CH2:7][C:8]([CH3:9])=[O:10])[cH:5][cH:6]1>>[n:1]1[cH:2][cH:3][c:4]([CH:7]([C:8]([CH3:9])=[O:10])[CH:13]([CH2:12][C:11]#[N:15])[CH3:14])[cH:5][cH:6]1. The reactants are COC(=O)c1cc(Cl)sc1NC(C)=O, CO. The product is COC(=O)c1cc(Cl)sc1N. Reaction SMILES: [C:1](=[O:2])([CH3:3])[NH:4][c:5]1[s:6][c:7]([Cl:14])[cH:8][c:9]1[C:10](=[O:11])[O:12][CH3:13].[CH3:15][OH:16]>>[NH2:4][c:5]1[s:6][c:7]([Cl:14])[cH:8][c:9]1[C:10](=[O:11])[O:12][CH3:13]. The reactants are O=C(OOC(=O)c1ccccc1)c1ccccc1, CCOC(=O)c1nc(-c2ccccc2)oc1C, ClC(Cl)(Cl)Cl, O=C1CCC(=O)N1Br. Product: CCOC(=O)c1nc(-c2ccccc2)oc1CBr. RXN SMILES: [C:26]([O:27][O:28][C:29](=[O:30])[c:31]1[cH:32][cH:33][cH:34][cH:35][cH:36]1)(=[O:37])[c:38]1[cH:39][cH:40][cH:41][cH:42][cH:43]1.[CH3:1][c:2]1[c:3]([C:13](=[O:14])[O:15][CH2:16][CH3:17])[n:4][c:5](-[c:7]2[cH:8][cH:9][cH:10][cH:11][cH:12]2)[o:6]1.[Cl:44][C:45]([Cl:46])([Cl:47])[Cl:48].[O:18]=[C:19]1[N:20]([Br:25])[C:21](=[O:22])[CH2:23][CH2:24]1>>[CH2:1]([c:2]1[c:3]([C:13](=[O:14])[O:15][CH2:16][CH3:17])[n:4][c:5](-[c:7]2[cH:8][cH:9][cH:10][cH:11][cH:12]2)[o:6]1)[Br:25].